The task is: describe an organic reaction: reactants, conditions, products, and yield. This data is from the Open Reaction Database (ORD), a public repository of structured organic reaction records. Starting materials: O (water), FC([C@@H]1CC[C@H](CC1)C1=CC=C(C=C1)CO)(F)F ({4-[trans-4-(trifluoromethyl)cyclohexyl]phenyl}methanol), C1(=CC=CC=C1)P(C1=CC=CC=C1)C1=CC=CC=C1 (triphenylphosphine), C(Br)(Br)(Br)Br (carbon tetrabromide). Solvent: C(C)(=O)OCC (ethyl acetate), C1CCOC1 (THF). Conditions: time 8 hour. Product: BrCC1=CC=C(C=C1)[C@@H]1CC[C@H](CC1)C(F)(F)F (1-(Bromomethyl)-4-[trans-4-(trifluoromethyl)cyclohexyl]benzene). RXN SMILES: [F:1][C:2]([F:18])([F:17])[C@H:3]1[CH2:8][CH2:7][C@H:6]([C:9]2[CH:14]=[CH:13][C:12]([CH2:15]O)=[CH:11][CH:10]=2)[CH2:5][CH2:4]1.C1(P(C2C=CC=CC=2)C2C=CC=CC=2)C=CC=CC=1.C(Br)(Br)(Br)[Br:39].O>C1COCC1.C(OCC)(=O)C>[Br:39][CH2:15][C:12]1[CH:13]=[CH:14][C:9]([C@H:6]2[CH2:7][CH2:8][C@H:3]([C:2]([F:18])([F:17])[F:1])[CH2:4][CH2:5]2)=[CH:10][CH:11]=1. Procedure: Under argon, 2 g (7.74 mmol) of {4-[trans-4-(trifluoromethyl)cyclohexyl]phenyl}methanol [for the preparation, see patent application WO 2009/032249-A1, Example 8/Steps C-E] were dissolved in 40 ml of THF, and 2.437 g (9.29 mmol) of triphenylphosphine and 3.081 g (9.29 mmol) of carbon tetrabromide were added in succession. The reaction mixture was stirred at room temperature overnight. Subsequently, first water and then ethyl acetate were added. The organic phase was separated off and then dried ... Reactants: CC1(C)OCC(CO)O1, CCOC(C)=O, Cc1ccccc1, ClCc1cccc2ccccc12, [K+], C1COCCO1, [OH-]. Yields the product OCC(O)COCc1cccc2ccccc12. As a reaction SMILES: [CH3:13][C:14]1([CH3:21])[O:15][CH2:16][CH:17]([CH2:19][OH:20])[O:18]1.[CH3:24][CH2:25][O:26][C:27](=[O:28])[CH3:29].[CH3:30][c:31]1[cH:32][cH:33][cH:34][cH:35][cH:36]1.[Cl:1][CH2:2][c:3]1[cH:4][cH:5][cH:6][c:7]2[cH:8][cH:9][cH:10][cH:11][c:12]12.[K+:23].[O:37]1[CH2:38][CH2:39][O:40][CH2:41][CH2:42]1.[OH-:22]>>[CH2:2]([c:3]1[cH:4][cH:5][cH:6][c:7]2[cH:8][cH:9][cH:10][cH:11][c:12]12)[O:15][CH2:16][CH:17]([OH:18])[CH2:19][OH:20]. Reactants: COC1=CC=C(C=C1)C=CCC#N (4-(4-Methoxy-phenyl)-but-3-enenitrile), N(=O)OC (methyl nitrite). Solvent: CO (methanol). Run at time 8 hour. Product: ON=C(C#N)C=CC1=CC=C(C=C1)OC (2-hydroxyimino-4-(4-methoxy-phenyl)-but-3-enenitrile). Yield: 35606.7%. Reaction SMILES: [CH3:1][O:2][C:3]1[CH:8]=[CH:7][C:6]([CH:9]=[CH:10][CH2:11][C:12]#[N:13])=[CH:5][CH:4]=1.[N:14](OC)=[O:15]>CO>[OH:15][N:14]=[C:11]([CH:10]=[CH:9][C:6]1[CH:7]=[CH:8][C:3]([O:2][CH3:1])=[CH:4][CH:5]=1)[C:12]#[N:13]. Procedure details: 4-(4-Methoxy-phenyl)-but-3-enenitrile (5.0 g; 0.025 mmol) dissolved in 90 ml of methanol is treated with ca 0.050 mol of gaseous methyl nitrite in the same way as described in example 2.2. After stirring overnight at ca 25° C., the reaction mixture is rotary evaporated and partitioned between 200 ml of 0.5 N HCl and 200 ml ethyl acetate. The aqueous phase is extracted with 50 ml of ethyl acetate. The combined organic extracts are evaporated and purified by flash chromatography (150 g SiO2; hexan... The reactants are C(C)(=O)C1=CC(=C(C=C1)S(=O)(=O)N)Cl (4-Acetyl-2-chloro-benzenesulfonamide), C(C)(=O)OC(C)=O (acetic anhydride), S(O)(O)(=O)=O (sulphuric acid). Run in O (water), C(C)#N (ACN). Reaction conditions: time 40 minute. Product: C(C)(=O)C1=CC(=C(C=C1)S(=O)(=O)NC(C)=O)Cl (4,N-Diacetyl-2-chloro-benzenesulfonamide). RXN SMILES: [C:1]([C:4]1[CH:9]=[CH:8][C:7]([S:10]([NH2:13])(=[O:12])=[O:11])=[C:6]([Cl:14])[CH:5]=1)(=[O:3])[CH3:2].[C:15](OC(=O)C)(=[O:17])[CH3:16].S(=O)(=O)(O)O>C(#N)C.O>[C:1]([C:4]1[CH:9]=[CH:8][C:7]([S:10]([NH:13][C:15](=[O:17])[CH3:16])(=[O:12])=[O:11])=[C:6]([Cl:14])[CH:5]=1)(=[O:3])[CH3:2]. Procedure details: To a solution of the product obtained in step 2 (0.40 mg, 1.71 mmol) in ACN (3 ml) was added acetic anhydride. Concentrated sulphuric acid (2.8 μl, 5 mg, 51 μM) was added at 60° C. and the reaction mixture was stirred for 40 min at that temperature. The cooled reaction mixture was diluted with water, extracted with dichloromethane, dried over sodium sulfate, filtered and the solvent was removed under reduced pressure. The desired product was obtained (yield: 460 mg, 97%) and used in the followin... The reactants are CCOC(=O)C (EtOAc), BrC1=CC=CC(=N1)N (6-bromopyridin-2-amine), CC(C)([O-])C.[Na+] (sodium tert-butoxide), FC1=CC=C(CCl)C=C1 (4-fluorobenzylchloride). Run in C1(=CC=CC=C1)C (toluene). Reaction conditions: temperature 100 celsius. Product: BrC1=CC=CC(=N1)NCC1=CC=C(C=C1)F (6-Bromo-N-(4-fluorobenzyl)pyridin-2-amine). Yield: 62.3%. RXN SMILES: [Br:1][C:2]1[N:7]=[C:6]([NH2:8])[CH:5]=[CH:4][CH:3]=1.CC(C)([O-])C.[Na+].[F:15][C:16]1[CH:23]=[CH:22][C:19]([CH2:20]Cl)=[CH:18][CH:17]=1.CCOC(C)=O>C1(C)C=CC=CC=1>[Br:1][C:2]1[N:7]=[C:6]([NH:8][CH2:20][C:19]2[CH:22]=[CH:23][C:16]([F:15])=[CH:17][CH:18]=2)[CH:5]=[CH:4][CH:3]=1 |f:1.2|. Procedure: To a suspension of 6-bromopyridin-2-amine (500 mg, 2.89 mmol), sodium tert-butoxide (695 mg, 7.24 mmol) in anhydrous toluene (20 ml) was added 4-fluorobenzylchloride (415 mg, 2.90 mmol) at room temperature. The reaction mixture was heated at 100° C. overnight. EtOAc was added and the mixture was washed with brine and was concentrated. Flash chromatography (10-14% EtOAc in hexanes) gave the title compound (506 mg, 63%). 1H NMR (CDCl3) δ 4.40 (m, 2H), 4.95 (br s, 1H), 6.20 (m, 1H), 6.73 (m, 1H), 7...